This data is from the Open Reaction Database (ORD), a public repository of structured organic reaction records. The task is: describe an organic reaction: reactants, conditions, products, and yield Starting materials: CCC(C)C(NC(=O)OC(C)(C)C)C(=O)O, CCCC[N+](CCCC)(CCCC)CCCC, ClCI, C1COCCO1, [OH-]. Yields the product CCC(C)C(NC(=O)OC(C)(C)C)C(=O)OCCl. As a reaction SMILES: [C:1](=[O:2])([O:3][C:4]([CH3:5])([CH3:6])[CH3:7])[NH:8][CH:9]([CH:10]([CH3:11])[CH2:12][CH3:13])[C:14](=[O:15])[OH:16].[CH2:18]([N+:19]([CH2:20][CH2:21][CH2:22][CH3:23])([CH2:24][CH2:25][CH2:26][CH3:27])[CH2:28][CH2:29][CH2:30][CH3:31])[CH2:32][CH2:33][CH3:34].[Cl:35][CH2:36][I:37].[O:38]1[CH2:39][CH2:40][O:41][CH2:42][CH2:43]1.[OH-:17]>>[C:1](=[O:2])([O:3][C:4]([CH3:5])([CH3:6])[CH3:7])[NH:8][CH:9]([CH:10]([CH3:11])[CH2:12][CH3:13])[C:14]([O:15][CH2:36][Cl:35])=[O:16]. Starting materials: COc1ccc(C2(CCS(C)(=O)=O)CCN(C(=O)c3ccccc3)C2)cc1OC, ClCCl, [Na+], [Na+], O=C([O-])[O-], C1CCOC1, O, O=C(c1nc2ccccc2s1)C1CCNCC1. Product: COc1ccc(C2(CCN3CCC(C(=O)c4nc5ccccc5s4)CC3)CCN(C(=O)c3ccccc3)C2)cc1OC. Reaction SMILES: [C:1]([c:2]1[cH:3][cH:4][cH:5][cH:6][cH:7]1)(=[O:8])[N:9]1[CH2:10][C:11]([CH2:14][CH2:15][S:16]([CH3:17])(=[O:18])=[O:19])([c:20]2[cH:21][c:22]([O:28][CH3:29])[c:23]([O:26][CH3:27])[cH:24][cH:25]2)[CH2:12][CH2:13]1.[Cl:53][CH2:54][Cl:55].[Na+:47].[Na+:48].[O-:49][C:50](=[O:51])[O-:52].[O:57]1[CH2:58][CH2:59][CH2:60][CH2:61]1.[OH2:56].[s:30]1[c:31]([C:39](=[O:40])[CH:41]2[CH2:42][CH2:43][NH:44][CH2:45][CH2:46]2)[n:32][c:33]2[c:34]1[cH:35][cH:36][cH:37][cH:38]2>>[C:1]([c:2]1[cH:3][cH:4][cH:5][cH:6][cH:7]1)(=[O:8])[N:9]1[CH2:10][C:11]([CH2:14][CH2:15][N:44]2[CH2:43][CH2:42][CH:41]([C:39]([c:31]3[s:30][c:34]4[c:33]([n:32]3)[cH:38][cH:37][cH:36][cH:35]4)=[O:40])[CH2:46][CH2:45]2)([c:20]2[cH:21][c:22]([O:28][CH3:29])[c:23]([O:26][CH3:27])[cH:24][cH:25]2)[CH2:12][CH2:13]1.